From a dataset of the Open Reaction Database (ORD), a public repository of structured organic reaction records. describe an organic reaction: reactants, conditions, products, and yield The reactants are Cl.C(C)C1(CNCCO1)CC (2,2-Diethylmorpholine hydrochloride), C(C)C1(OC1)CC (2,2-diethyloxirane), O[C@H]1C[C@@H]2CC[C@H]3[C@@H]4CC[C@H](C(C)=O)[C@]4(CC([C@@H]3[C@]2(C[C@@H]1N1CC(OCC1)(C)C)C)=O)C ((2β,3α,5α)-3-hydroxy-2-(2,2-dimethyl-4-morpholinyl)pregnane-11,20-dione), (2α,3α,5α)-2,3-epoxypregnane-11,20-dione 20-cyclic 1,2-ethanediyl acetal, [OH-].[Na+] (sodium hydroxide). Run in C(CO)O (1,2-ethanediol), O (water). Run at temperature 110 celsius, time 45 minute. The product is C(C)C1(CN(CCO1)[C@@H]1[C@H](C[C@@H]2CC[C@H]3[C@@H]4CC[C@H](C(C)=O)[C@]4(CC([C@@H]3[C@]2(C1)C)=O)C)O)CC ((2β,3α,5α)-2-(2,2-diethyl-4-morpholinyl)-3-hydroxypregnane-11,20-dione). As a reaction SMILES: Cl.[CH2:2]([C:4]1([CH2:10][CH3:11])[O:9][CH2:8][CH2:7][NH:6][CH2:5]1)[CH3:3].C(C1(CC)CO1)C.[OH:19][C@@H:20]1[C@@H:39](N2CCOC(C)(C)C2)[CH2:38][C@@:37]2([CH3:48])[C@@H:22]([CH2:23][CH2:24][C@@H:25]3[C@@H:36]2[C:35](=[O:49])[CH2:34][C@@:33]2([CH3:50])[C@H:26]3[CH2:27][CH2:28][C@@H:29]2[C:30](=[O:32])[CH3:31])[CH2:21]1.[OH-].[Na+]>C(O)CO.O>[CH2:2]([C:4]1([CH2:10][CH3:11])[O:9][CH2:8][CH2:7][N:6]([C@H:39]2[CH2:38][C@@:37]3([CH3:48])[C@@H:22]([CH2:23][CH2:24][C@@H:25]4[C@@H:36]3[C:35](=[O:49])[CH2:34][C@@:33]3([CH3:50])[C@H:26]4[CH2:27][CH2:28][C@@H:29]3[C:30](=[O:32])[CH3:31])[CH2:21][C@@H:20]2[OH:19])[CH2:5]1)[CH3:3] |f:0.1,4.5|. Reported procedure: 2,2-Diethylmorpholine hydrochloride (9.6 g) [prepared from the known 2,2-diethyloxirane (B. Rickborn et al, J. Am. Chem. Soc., 1971, 93, 1693) in a similar manner as for the preparation of 2,2-dimethylmorpholine of Example 1] was added to a stirred mixture (3.5:1) of (2α,3α,5α)-2,3-epoxypregnane-11,20-dione 20-cyclic 1,2-ethanediyl acetal and its 3α,4α-epoxy isomer (5.0 g) (prepared as described in British patent 1,039,441) in 1,2-ethanediol (50 ml). Powdered sodium hydroxide (2.14 g) was then a... Reactants: C(C)(C)(C)NC=1C(=NC2=CC=CC(=C2N1)C1=CC(=NN1)C(=O)NCCCl)C (5-(3-(tert-butylamino)-2-methylquinoxalin-5-yl)-N-(2-chloroethyl)-1H-pyrazole-3-carboxamide), C(=O)([O-])[O-].[K+].[K+] (K2CO3), CN(C)C=O (DMF). Run in C(C)#N (ACN). Reaction conditions: temperature 85 celsius. Product: C(C)(C)(C)NC=1C(=NC2=CC=CC(=C2N1)C1=NN2C(C(NCC2)=O)=C1)C (2-(3-(tert-butylamino)-2-methylquinoxalin-5-yl)-6,7-dihydropyrazolo[1,5-a]pyrazin-4(5H)-one). Isolated yield 35.3%. As a reaction SMILES: [C:1]([NH:5][C:6]1[C:7]([CH3:27])=[N:8][C:9]2[C:14]([N:15]=1)=[C:13]([C:16]1[NH:20][N:19]=[C:18]([C:21]([NH:23][CH2:24][CH2:25]Cl)=[O:22])[CH:17]=1)[CH:12]=[CH:11][CH:10]=2)([CH3:4])([CH3:3])[CH3:2].C([O-])([O-])=O.[K+].[K+].CN(C=O)C>C(#N)C>[C:1]([NH:5][C:6]1[C:7]([CH3:27])=[N:8][C:9]2[C:14]([N:15]=1)=[C:13]([C:16]1[CH:17]=[C:18]3[C:21](=[O:22])[NH:23][CH2:24][CH2:25][N:19]3[N:20]=1)[CH:12]=[CH:11][CH:10]=2)([CH3:4])([CH3:3])[CH3:2] |f:1.2.3|. Procedure: To a 10-mL reaction vial was added 5-(3-(tert-butylamino)-2-methylquinoxalin-5-yl)-N-(2-chloroethyl)-1H-pyrazole-3-carboxamide (471a) (82 mg, 0.21 mmol), K2CO3 (88 mg, 0.64 mmol), DMF (1 mL), and ACN (1 mL). The vial was closed and the reaction mixture was heated at 85° C. for 5 h. The reaction mixture was cooled to RT and partitioned between water (5 mL) and EtOAc (5 mL). The organic extract was taken and washed with brine (10 mL), dried over Na2SO4, and concentrated. The crude material was abs... The reactants are COCCOc2ccc1CCCCc1c2 (substrate), Cc1ccc([Mg]Br)cc1 (effective_coupling_partner). Reagents/catalysts: PCy3. Conditions: temperature 100 celsius, time 15 hour. Yields the product Cc3ccc(c2ccc1CCCCc1c2)cc3. Reactants: C(CC(=O)C)(=O)[O-] (acetoacetate), [N+](=O)([O-])C1=C(C=O)C=CC=C1 (2-nitrobenzaldehyde), N (ammonia). The solvent is C(C)(C)O (isopropyl alcohol). The product is CC=1NC(=C(C(C1C(=O)O)C1=C(C=CC=C1)[N+](=O)[O-])C(=O)O)C (2,6-dimethyl-4-(2-nitrophenyl)-1,4-dihydropyridine-3,5-dicarboxylic acid). RXN SMILES: [C:1]([O-:7])(=[O:6])[CH2:2][C:3]([CH3:5])=O.[N+:8]([C:11]1[CH:18]=[CH:17][CH:16]=[CH:15][C:12]=1[CH:13]=O)([O-:10])=[O:9].[NH3:19]>C(O)(C)C>[CH3:5][C:3]1[NH:19][C:3]([CH3:5])=[C:2]([C:1]([OH:7])=[O:6])[CH:13]([C:12]2[CH:15]=[CH:16][CH:17]=[CH:18][C:11]=2[N+:8]([O-:10])=[O:9])[C:2]=1[C:1]([OH:7])=[O:6]. Procedure details: In 70 ml of isopropyl alcohol saturated with ammonia were dissolved 5 g of 2-nitratoethyl acetoacetate and 2 g of 2-nitrobenzaldehyde. The solution was heated at reflux for 5 hours and then treated in the manner described in Example 1 to give 2.51 g of 2,6-dimethyl-4-(2-nitrophenyl)-1,4-dihydropyridine-3,5-dicarboxylic acid bis(2-nitratoethyl) ester. The reactants are C1CCNCC1, CCN, CC1=C(C=O)CCc2cc(OCC(C)Cc3ccc(F)cc3)ccc21, O=Cc1ccc2cc(OCCCCc3ccccc3)ccc2c1. The product is CCNCC1=C(C)c2ccc(OCC(C)Cc3ccc(F)cc3)cc2CC1. As a reaction SMILES: [CH2:52]1[CH2:53][CH2:54][NH:55][CH2:56][CH2:57]1.[CH3:49][CH2:50][NH2:51].[F:1][c:2]1[cH:3][cH:4][c:5]([CH2:8][CH:9]([CH2:10][O:11][c:12]2[cH:13][c:14]3[c:19]([cH:20][cH:21]2)[C:18]([CH3:22])=[C:17]([CH:23]=[O:24])[CH2:16][CH2:15]3)[CH3:25])[cH:6][cH:7]1.[c:26]1([CH2:27][CH2:28][CH2:29][CH2:30][O:31][c:32]2[cH:33][c:34]3[c:35]([cH:36][cH:37]2)[cH:38][c:39]([CH:40]=[O:41])[cH:42][cH:43]3)[cH:44][cH:45][cH:46][cH:47][cH:48]1>>[F:1][c:2]1[cH:3][cH:4][c:5]([CH2:8][CH:9]([CH2:10][O:11][c:12]2[cH:13][c:14]3[c:19]([cH:20][cH:21]2)[C:18]([CH3:22])=[C:17]([CH2:23][NH:51][CH2:50][CH3:49])[CH2:16][CH2:15]3)[CH3:25])[cH:6][cH:7]1. Reactants: [OH-].[Na+] (sodium hydroxide), C(#N)C=1C=C(C(=NC1)C(=O)OC)OC (Methyl 5-cyano-3-methoxypicolinate), Cl (HCl). The solvent is C1CCOC1 (THF). Run at temperature 0 celsius, time 1 hour. Product: C(#N)C=1C=C(C(=NC1)C(=O)O)OC (5-Cyano-3-methoxypicolinic acid). RXN SMILES: [C:1]([C:3]1[CH:4]=[C:5]([O:13][CH3:14])[C:6]([C:9]([O:11]C)=[O:10])=[N:7][CH:8]=1)#[N:2].[OH-].[Na+].Cl>C1COCC1>[C:1]([C:3]1[CH:4]=[C:5]([O:13][CH3:14])[C:6]([C:9]([OH:11])=[O:10])=[N:7][CH:8]=1)#[N:2] |f:1.2|. Procedure: In a 1-L flask, the methyl 5-cyano-3-methoxypicolinate (step 2, 4.51 g, 23.5 mmol) was taken up in THF (74 mL). The suspension was cooled to 0° C., and sodium hydroxide (1M, 24.64 mL, 24.64 mmol) was added. After 1 h, the reaction was concentrated under reduced pressure. The residue was taken up in 100 mL of water, and the aqueous phase was extracted with diethyl ether (50 mL), which was discarded. The aqueous phase was acidified with HCl (5M, 5.16 mL, 25.8 mmol). The aqueous phase was extracted... Reactants: CC(C)(C)[O-], CN1CCN(c2ccc(Nc3ccc(Cl)n4ncnc34)cc2)CC1, CC1(C)OB(c2ccc(C(N)=O)c(F)c2)OC1(C)C, [Na+], CN(C)C=O, O, c1ccc(P(c2ccccc2)(c2ccccc2)[Pd](P(c2ccccc2)(c2ccccc2)c2ccccc2)(P(c2ccccc2)(c2ccccc2)c2ccccc2)P(c2ccccc2)(c2ccccc2)c2ccccc2)cc1. Yields the product CN1CCN(c2ccc(Nc3ccc(-c4ccc(C(N)=O)c(F)c4)n4ncnc34)cc2)CC1. Reaction SMILES: [CH3:44][C:45]([CH3:46])([O-:47])[CH3:48].[Cl:1][c:2]1[cH:3][cH:4][c:5]([NH:11][c:12]2[cH:13][cH:14][c:15]([N:18]3[CH2:19][CH2:20][N:21]([CH3:24])[CH2:22][CH2:23]3)[cH:16][cH:17]2)[c:6]2[n:7]1[n:8][cH:9][n:10]2.[F:25][c:26]1[c:27]([C:28](=[O:29])[NH2:30])[cH:31][cH:32][c:33]([B:35]2[O:36][C:37]([CH3:38])([CH3:39])[C:40]([CH3:41])([CH3:42])[O:43]2)[cH:34]1.[Na+:49].[O:50]=[CH:51][N:52]([CH3:53])[CH3:54].[OH2:55].[cH:56]1[cH:57][cH:58][c:59]([P:60]([Pd:61]([P:62]([c:63]2[cH:64][cH:65][cH:66][cH:67][cH:68]2)([c:69]2[cH:70][cH:71][cH:72][cH:73][cH:74]2)[c:75]2[cH:76][cH:77][cH:78][cH:79][cH:80]2)([P:81]([c:82]2[cH:83][cH:84][cH:85][cH:86][cH:87]2)([c:88]2[cH:89][cH:90][cH:91][cH:92][cH:93]2)[c:94]2[cH:95][cH:96][cH:97][cH:98][cH:99]2)[P:100]([c:101]2[cH:102][cH:103][cH:104][cH:105][cH:106]2)([c:107]2[cH:108][cH:109][cH:110][cH:111][cH:112]2)[c:113]2[cH:114][cH:115][cH:116][cH:117][cH:118]2)([c:119]2[cH:120][cH:121][cH:122][cH:123][cH:124]2)[c:125]2[cH:126][cH:127][cH:128][cH:129][cH:130]2)[cH:131][cH:132]1>>[c:2]1(-[c:33]2[cH:32][cH:31][c:27]([C:28](=[O:29])[NH2:30])[c:26]([F:25])[cH:34]2)[cH:3][cH:4][c:5]([NH:11][c:12]2[cH:13][cH:14][c:15]([N:18]3[CH2:19][CH2:20][N:21]([CH3:24])[CH2:22][CH2:23]3)[cH:16][cH:17]2)[c:6]2[n:7]1[n:8][cH:9][n:10]2. The product is FC1=CC=C(C=C1)C1N(CCC1)S(=O)(=O)C1=CC=C(C=C1)COC ((RS)-2-(4-Fluoro-phenyl)-1-(4-methoxymethyl-benzenesulfonyl)-pyrrolidine). Reported procedure: Reaction of (RS)-2-(4-fluoro-phenyl)-1-(4-chloromethyl-benzenesulfonyl)-pyrrolidine (0.50 g, 1.41 mmol), which was prepared in accordance with the general method of example 1e from (RS)-2-(4-fluoro-phenyl)-pyrrolidine and 4-bromomethyl-benzenesulfonyl chloride, with sodium methanolate in MeOH for 80 h at 50° C. yielded after crystallization from EE/hexane 0.28 g (52%) of the title compound as a white solid, m.p. 115° C., and MS: m/e=349 (M+). The reactants are FC1=CC=C(C=C1)C1N(CCC1)S(=O)(=O)C1=CC=C(C=C1)CCl ((RS)-2-(4-fluoro-phenyl)-1-(4-chloromethyl-benzenesulfonyl)-pyrrolidine), FC1=CC=C(C=C1)C1NCCC1 ((RS)-2-(4-fluoro-phenyl)-pyrrolidine), BrCC1=CC=C(C=C1)S(=O)(=O)Cl (4-bromomethyl-benzenesulfonyl chloride), C[O-].[Na+] (sodium methanolate). RXN SMILES: [F:1][C:2]1[CH:7]=[CH:6][C:5]([CH:8]2[CH2:12][CH2:11][CH2:10][N:9]2[S:13]([C:16]2[CH:21]=[CH:20][C:19]([CH2:22]Cl)=[CH:18][CH:17]=2)(=[O:15])=[O:14])=[CH:4][CH:3]=1.FC1C=CC(C2CCCN2)=CC=1.BrCC1C=CC(S(Cl)(=O)=O)=CC=1.[CH3:48][O-:49].[Na+]>CO>[F:1][C:2]1[CH:7]=[CH:6][C:5]([CH:8]2[CH2:12][CH2:11][CH2:10][N:9]2[S:13]([C:16]2[CH:21]=[CH:20][C:19]([CH2:22][O:49][CH3:48])=[CH:18][CH:17]=2)(=[O:15])=[O:14])=[CH:4][CH:3]=1 |f:3.4|. Run in CO (MeOH). The product is CCCCCCCCCCCCCCCCCCCc1ccnc(Br)c1. Reaction SMILES: [Br:28].[BrH:27].[N:29]([O-:30])=[O:31].[NH2:1][c:2]1[n:3][cH:4][cH:5][c:6]([CH2:8][CH2:9][CH2:10][CH2:11][CH2:12][CH2:13][CH2:14][CH2:15][CH2:16][CH2:17][CH2:18][CH2:19][CH2:20][CH2:21][CH2:22][CH2:23][CH2:24][CH2:25][CH3:26])[cH:7]1.[Na+:32].[Na+:34].[OH-:33].[OH2:35]>>[c:2]1([Br:27])[n:3][cH:4][cH:5][c:6]([CH2:8][CH2:9][CH2:10][CH2:11][CH2:12][CH2:13][CH2:14][CH2:15][CH2:16][CH2:17][CH2:18][CH2:19][CH2:20][CH2:21][CH2:22][CH2:23][CH2:24][CH2:25][CH3:26])[cH:7]1. The reactants are Br, Br, O=N[O-], CCCCCCCCCCCCCCCCCCCc1ccnc(N)c1, [Na+], [Na+], [OH-], O. Reactants: Br[Mg]c1ccccc1, Oc1c(Br)cncc1Br, C1CCOC1, [Li]CCCC, O=Cc1ccccc1. Yields the product Oc1c(Br)cncc1C(O)c1ccccc1. RXN SMILES: [Br:10][Mg:11][c:12]1[cH:13][cH:14][cH:15][cH:16][cH:17]1.[Br:1][c:2]1[cH:3][n:4][cH:5][c:6]([Br:9])[c:7]1[OH:8].[CH2:31]1[O:32][CH2:33][CH2:34][CH2:35]1.[CH3:18][CH2:19][CH2:20][CH2:21][Li:22].[CH:23](=[O:24])[c:25]1[cH:26][cH:27][cH:28][cH:29][cH:30]1>>[c:2]1([CH:23]([OH:24])[c:25]2[cH:26][cH:27][cH:28][cH:29][cH:30]2)[cH:3][n:4][cH:5][c:6]([Br:9])[c:7]1[OH:8].